Dataset: the Open Reaction Database (ORD), a public repository of structured organic reaction records. Task: describe an organic reaction: reactants, conditions, products, and yield The reactants are ClC1=NC(=CC(=N1)C1=CC(=C(C=C1)Cl)Cl)C (2-chloro-4-(3,4-dichloro-phenyl)-6-methyl-pyrimidine), BrC=1C=C(C=CC1)B(O)O (3-bromo-benzeneboronic acid). The product is BrC=1C=C(C=CC1)C1=NC(=CC(=N1)C1=CC(=C(C=C1)Cl)Cl)C (2-(3-Bromo-phenyl)-4-(3,4-dichloro-phenyl)-6-methyl-pyrimidine), solid. The yield is 40.0%. As a reaction SMILES: Cl[C:2]1[N:7]=[C:6]([C:8]2[CH:13]=[CH:12][C:11]([Cl:14])=[C:10]([Cl:15])[CH:9]=2)[CH:5]=[C:4]([CH3:16])[N:3]=1.[Br:17][C:18]1[CH:19]=[C:20](B(O)O)[CH:21]=[CH:22][CH:23]=1>>[Br:17][C:18]1[CH:23]=[C:22]([C:2]2[N:7]=[C:6]([C:8]3[CH:13]=[CH:12][C:11]([Cl:14])=[C:10]([Cl:15])[CH:9]=3)[CH:5]=[C:4]([CH3:16])[N:3]=2)[CH:21]=[CH:20][CH:19]=1. Reported procedure: The title compound was prepared from 2-chloro-4-(3,4-dichloro-phenyl)-6-methyl-pyrimidine (example A.41) (0.4 g, 0.5 mmol) and commercially available 3-bromo-benzeneboronic acid (0.38 g, 1.89 mmol) according to the general procedure IVb. Obtained as an orange solid (0.23 g, 40%). MS (ISP) 394.9 [(M+H)+]; mp 132.5° C. Reactants: O=C([O-])[O-], C1COCCO1, CC1(C)OB(c2cccc3c2Sc2ccccc2CC3=O)OC1(C)C, O=c1cc(Cl)oc(N2CCOCC2)c1, [K+], [K+], N#N, c1ccc(P(c2ccccc2)(c2ccccc2)[Pd](P(c2ccccc2)(c2ccccc2)c2ccccc2)(P(c2ccccc2)(c2ccccc2)c2ccccc2)P(c2ccccc2)(c2ccccc2)c2ccccc2)cc1. Yields the product O=C1Cc2ccccc2Sc2c1cccc2-c1cc(=O)cc(N2CCOCC2)o1. As a reaction SMILES: [C:40](=[O:41])([O-:42])[O-:43].[CH2:48]1[O:49][CH2:50][CH2:51][O:52][CH2:53]1.[CH3:15][C:16]1([CH3:17])[C:18]([CH3:19])([CH3:20])[O:21][B:22]([c:23]2[cH:24][cH:25][cH:26][c:27]3[c:33]2[S:32][c:31]2[c:30]([cH:37][cH:36][cH:35][cH:34]2)[CH2:29][C:28]3=[O:38])[O:39]1.[Cl:1][c:2]1[o:3][c:4]([N:9]2[CH2:10][CH2:11][O:12][CH2:13][CH2:14]2)[cH:5][c:6](=[O:8])[cH:7]1.[K+:44].[K+:45].[N:46]#[N:47].[cH:54]1[cH:55][cH:56][c:57]([P:58]([Pd:59]([P:60]([c:61]2[cH:62][cH:63][cH:64][cH:65][cH:66]2)([c:67]2[cH:68][cH:69][cH:70][cH:71][cH:72]2)[c:73]2[cH:74][cH:75][cH:76][cH:77][cH:78]2)([P:79]([c:80]2[cH:81][cH:82][cH:83][cH:84][cH:85]2)([c:86]2[cH:87][cH:88][cH:89][cH:90][cH:91]2)[c:92]2[cH:93][cH:94][cH:95][cH:96][cH:97]2)[P:98]([c:99]2[cH:100][cH:101][cH:102][cH:103][cH:104]2)([c:105]2[cH:106][cH:107][cH:108][cH:109][cH:110]2)[c:111]2[cH:112][cH:113][cH:114][cH:115][cH:116]2)([c:117]2[cH:118][cH:119][cH:120][cH:121][cH:122]2)[c:123]2[cH:124][cH:125][cH:126][cH:127][cH:128]2)[cH:129][cH:130]1>>[c:2]1(-[c:23]2[cH:24][cH:25][cH:26][c:27]3[c:33]2[S:32][c:31]2[c:30]([cH:37][cH:36][cH:35][cH:34]2)[CH2:29][C:28]3=[O:38])[o:3][c:4]([N:9]2[CH2:10][CH2:11][O:12][CH2:13][CH2:14]2)[cH:5][c:6](=[O:8])[cH:7]1. The reactants are CO, [H][H], CCC(=O)Nc1ccc(OC)c([N+](=O)[O-])c1, N, O. Product: CCC(=O)Nc1ccc(OC)c(N)c1. RXN SMILES: [CH3:17][OH:18].[H:20][H:21].[N+:1]([O-:2])(=[O:3])[c:4]1[c:5]([O:15][CH3:16])[cH:6][cH:7][c:8]([NH:10][C:11]([CH2:12][CH3:13])=[O:14])[cH:9]1.[NH3:19].[OH2:22]>>[NH2:1][c:4]1[c:5]([O:15][CH3:16])[cH:6][cH:7][c:8]([NH:10][C:11]([CH2:12][CH3:13])=[O:14])[cH:9]1. Conditions: time 1 hour. Procedure: To 250 mL round bottom flask was added 2.0 g (11.7 mmol, 1 eq) of 4-chlorobenzhydrazide (1) in 100 mL of amelene stabilized chloroform, followed by addition of 4 mL (29.25 mmol, 2.5 eq) of TEA. Then, 1.4 mL (12.87 mmol, 1.1 eq) of 2-thiophenecarbonyl chloride (2) was added drop-wise and the mixture was stirred at ambient temperature for 1 h. Reaction progress was monitored by LCMS on a twelve minute gradient. The formed white precipitate was filtered, washed with chloroform and then dried on the... The product is ClC1=CC=C(C=C1)C=1OC(=NN1)C=1SC=CC1 (2-(4-Chloro-phenyl)-5-thiophen-2-yl-[1,3,4]oxadiazole). The solvent is C(Cl)(Cl)Cl (chloroform). Isolated yield 42.3%. RXN SMILES: [Cl:1][C:2]1[CH:11]=[CH:10][C:5]([C:6]([NH:8][NH2:9])=[O:7])=[CH:4][CH:3]=1.[S:12]1[CH:16]=[CH:15][CH:14]=[C:13]1[C:17](Cl)=O.O=P(Cl)(Cl)Cl>C(Cl)(Cl)Cl>[Cl:1][C:2]1[CH:11]=[CH:10][C:5]([C:6]2[O:7][C:17]([C:13]3[S:12][CH:16]=[CH:15][CH:14]=3)=[N:9][N:8]=2)=[CH:4][CH:3]=1. Starting materials: ClC1=CC=C(C(=O)NN)C=C1 (4-chlorobenzhydrazide), O=P(Cl)(Cl)Cl (POCl3), TEA, S1C(=CC=C1)C(=O)Cl (2-thiophenecarbonyl chloride). The yield is 96.1%. Reactants: BrC1=CC2=C(C=3N=C(SC3CCO2)C(=N)NC(C)C)C=C1 (8-bromo-N-isopropyl-4,5-dihydro-6-oxa-3-thia-1-aza-benzo[e]azulene-2-carboxamidine), ClCC=O (chloroacetaldehyde), C([O-])(O)=O.[Na+] (sodium bicarbonate). Run in C1CCOC1 (THF). Procedure: To a solution of 8-bromo-N-isopropyl-4,5-dihydro-6-oxa-3-thia-1-aza-benzo[e]azulene-2-carboxamidine (878 mg, 2.4 mmol) in THF (15 mL) was added chloroacetaldehyde solution (˜50 wt. % in H2O, 7.53 mL, 47.9 mmol) and aqueous saturated sodium bicarbonate solution (6 mL) at RT. The mixture was heated to 80° C. with rapid stirring. After heating for 20 hours the mixture was allowed to cool to RT and was extracted with DCM (150 mL). The organic layer was washed with water followed by brine, dried (Na2... Product: BrC1=CC2=C(C=3N=C(SC3CCO2)C=2N(C=CN2)C(C)C)C=C1 (8-Bromo-2-(1-isopropyl-1H-imidazol-2-yl)-4,5-dihydro-6-oxa-3-thia-1-aza-benzo[e]azulene). Reaction SMILES: [Br:1][C:2]1[CH:21]=[CH:20][C:5]2[C:6]3[N:7]=[C:8]([C:14]([NH:16][CH:17]([CH3:19])[CH3:18])=[NH:15])[S:9][C:10]=3[CH2:11][CH2:12][O:13][C:4]=2[CH:3]=1.Cl[CH2:23][CH:24]=O.C(=O)(O)[O-].[Na+]>C1COCC1>[Br:1][C:2]1[CH:21]=[CH:20][C:5]2[C:6]3[N:7]=[C:8]([C:14]4[N:16]([CH:17]([CH3:19])[CH3:18])[CH:23]=[CH:24][N:15]=4)[S:9][C:10]=3[CH2:11][CH2:12][O:13][C:4]=2[CH:3]=1 |f:2.3|. Reaction conditions: temperature 80 celsius. The reactants are Cl (hydrochloric acid), C(C1=CN=CC=C1)(=O)OC (methyl nicotinate), C1CC(=O)OC1 (4-hydroxybutyric acid lactone), C[O-].[Na+] (sodium methoxide), C([O-])(O)=O.[Na+] (sodium bicarbonate). Run in O1CCOCC1 (dioxane). Yields the product ClCCCC(=O)C=1C=NC=CC1 (4-chloro-1-(3-pyridinyl)-1-butanone), solid. As a reaction SMILES: [C:1]([O:9]C)(=O)[C:2]1[CH:7]=[CH:6][CH:5]=[N:4][CH:3]=1.[CH2:11]1[CH2:16]OC(=O)[CH2:12]1.C[O-].[Na+].[ClH:20].C(=O)(O)[O-].[Na+]>O1CCOCC1>[Cl:20][CH2:12][CH2:11][CH2:16][C:1]([C:2]1[CH:3]=[N:4][CH:5]=[CH:6][CH:7]=1)=[O:9] |f:2.3,5.6|. Reported procedure: A solution of methyl nicotinate (59 g, 0.43 mol), 4-hydroxybutyric acid lactone (51.8 g, 0.602 mol), and sodium methoxide (70 g, 1.29 mol) in dioxane (500 mL) is refluxed for 1 hour and then cooled. Concentrated hydrochloric acid (650 mL) is added, and the reaction mixture is refluxed for 12 hours. The resulting solution is neutralized with solid sodium bicarbonate and extracted with chloroform. The organic phase is dried (sodium sulfate), and the solvent evaporated in vacuo. The residue is take... The reactants are C(C)C=1C(=NC(=CN1)CC)N[C@H]1[C@H](CC2=CC=CC=C12)O ((1R,2S)-1-[(3,6-diethylpyrazin-2-yl)amino]-2,3-dihydro-1H-inden-2-ol), C(C)C1CC=2C(=NC=CC2)C1N (6-ethyl-6,7-dihydro-5H-cyclopenta[b]pyridin-7-amine). Yields the product C(C)C=1C(=NC(=CN1)CC)NC1C(CC=2C1=NC=CC2)CC (N-(3,6-diethylpyrazin-2-yl)-6-ethyl-6,7-dihydro-5H-cyclopenta[b]pyridin-7-amine). Reaction SMILES: [CH2:1]([C:3]1[C:4](N[C@@H]2C3C(=CC=CC=3)C[C@@H]2O)=[N:5][C:6]([CH2:9][CH3:10])=[CH:7][N:8]=1)[CH3:2].[CH2:22]([CH:24]1[CH:32]([NH2:33])[C:27]2=[N:28][CH:29]=[CH:30][CH:31]=[C:26]2[CH2:25]1)[CH3:23]>>[CH2:1]([C:3]1[C:4]([NH:33][CH:32]2[C:27]3=[N:28][CH:29]=[CH:30][CH:31]=[C:26]3[CH2:25][CH:24]2[CH2:22][CH3:23])=[N:5][C:6]([CH2:9][CH3:10])=[CH:7][N:8]=1)[CH3:2]. Reported procedure: Following the procedure for the preparation of (1R,2S)-1-[(3,6-diethylpyrazin-2-yl)amino]-2,3-dihydro-1H-inden-2-ol but substituting 6-ethyl-6,7-dihydro-5H-cyclopenta[b]pyridin-7-amine and making non-critical variations provided the title compound as a oil: 1H NMR (400 MHz, CDCl3) δ) 8.43, 7.68, 7.59, 7.16, 5.44, 5.19, 3.12-3.02, 2.82-2.63, 1.43-1.25, 0.88; HRMS (FAB) calcd for C18H24N4+H 297.2079, found 297.2080.